Dataset: the Open Reaction Database (ORD), a public repository of structured organic reaction records. Task: describe an organic reaction: reactants, conditions, products, and yield The solvent is CO (methanol), CO (methanol). Yield: 77.2%. Product: C(C1=CC=CC=C1)NCCC(=O)OC (Methyl N-[benzyl]3-aminopropionate). Reaction SMILES: [CH2:1]([NH2:8])[C:2]1[CH:7]=[CH:6][CH:5]=[CH:4][CH:3]=1.[C:9]([O:13][CH3:14])(=[O:12])[CH:10]=[CH2:11]>CO>[CH2:1]([NH:8][CH2:11][CH2:10][C:9]([O:13][CH3:14])=[O:12])[C:2]1[CH:7]=[CH:6][CH:5]=[CH:4][CH:3]=1. Reported procedure: A solution of 55 mL (0.50 mole) benzylamine in 250 mL methanol was cooled in an ice bath. A solution of 54 mL (0.60 mole) methyl acrylate in 50 mL methanol was added dropwise over 30 minutes. The reaction mixture was then allowed to warm gradually to room temperature. After about 96 hours the reaction mixture was concentrated under reduced pressure and the residue vacuum distilled to provide 74.6 gm (77%) of the desired compound in two fractions. The reactants are C(C1=CC=CC=C1)N (benzylamine), C(C=C)(=O)OC (methyl acrylate). Reactants: O=C(O)C(F)(F)F, COc1ccc(O)c2c1C(=O)CCC2. Product: COc1ccc(O)c2c1CCCC2. As a reaction SMILES: [OH:15][C:16]([C:17]([F:18])([F:19])[F:20])=[O:21].[OH:1][c:2]1[c:3]2[c:8]([c:9]([O:12][CH3:13])[cH:10][cH:11]1)[C:7](=[O:14])[CH2:6][CH2:5][CH2:4]2>>[OH:1][c:2]1[c:3]2[c:8]([c:9]([O:12][CH3:13])[cH:10][cH:11]1)[CH2:7][CH2:6][CH2:5][CH2:4]2. The reactants are C1(=CC=CC=C1)S(=O)(=O)Cl (benzenesulphonyl chloride), solution, C(CCC)[Li] (n-butyllithium), C(CCCCC)OC1C=CC(N1)=O (1,5-dihydro-5-n-hexyloxy-2H-pyrrol-2-one). Run in O1CCCC1 (tetrahydrofuran), CCCCCC (n-hexane), O1CCCC1 (tetrahydrofuran). Run at temperature -30 celsius, time 15 minute. The product is C1(=CC=CC=C1)S(=O)(=O)N1C(C=CC1OCCCCCC)=O (1-benzenesulphonyl-1,5-dihydro-5-n-hexyloxy-2H-pyrrol-2-one). The yield is 31.9%. As a reaction SMILES: C([Li])CCC.[CH2:6]([O:12][CH:13]1[NH:17][C:16](=[O:18])[CH:15]=[CH:14]1)[CH2:7][CH2:8][CH2:9][CH2:10][CH3:11].[C:19]1([S:25](Cl)(=[O:27])=[O:26])[CH:24]=[CH:23][CH:22]=[CH:21][CH:20]=1>CCCCCC.O1CCCC1>[C:19]1([S:25]([N:17]2[CH:13]([O:12][CH2:6][CH2:7][CH2:8][CH2:9][CH2:10][CH3:11])[CH:14]=[CH:15][C:16]2=[O:18])(=[O:27])=[O:26])[CH:24]=[CH:23][CH:22]=[CH:21][CH:20]=1. Reported procedure: 39.37 cm3 of a 1.4M solution of n-butyllithium in n-hexane is added to a solution of 10.1 g of 1,5-dihydro-5-n-hexyloxy-2H-pyrrol-2-one obtained at stage A in 170 cm3 of tetrahydrofuran cooled to -30° C. The temperature is maintained at -30° C. while agitating for 15 minutes, then is reduced to -35° C. and a solution of 9.73 g of benzenesulphonyl chloride in 70 cm3 of tetrahydrofuran is added, while maintaining the temperature at between -35° C. and -53° C. The temperature is allowed to return t... Starting materials: NC=1C=CC(=C(C1)[C@]1(N=C(OC[C@H]1F)N)C)F ((4R,5S)-4-(5-amino-2-fluoro-phenyl)-5-fluoro-4-methyl-5,6-dihydro-4H-[1,3]oxazin-2-ylamine), C(#N)C=1C=CC(=NC1)C(=O)O (5-cyano-pyridine-2-carboxylic acid). Yields the product NC=1OC[C@H]([C@@](N1)(C)C=1C=C(C=CC1F)NC(=O)C1=NC=C(C=C1)C#N)F (5-Cyano-pyridine-2-carboxylic acid [3-((4R,5S)-2-amino-5-fluoro-4-methyl-5,6-dihydro-4H-[1,3]oxazin-4-yl)-4-fluoro-phenyl]-amide). Reaction SMILES: [NH2:1][C:2]1[CH:3]=[CH:4][C:5]([F:17])=[C:6]([C@:8]2([CH3:16])[C@H:13]([F:14])[CH2:12][O:11][C:10]([NH2:15])=[N:9]2)[CH:7]=1.[C:18]([C:20]1[CH:21]=[CH:22][C:23]([C:26](O)=[O:27])=[N:24][CH:25]=1)#[N:19]>>[NH2:15][C:10]1[O:11][CH2:12][C@@H:13]([F:14])[C@:8]([C:6]2[CH:7]=[C:2]([NH:1][C:26]([C:23]3[CH:22]=[CH:21][C:20]([C:18]#[N:19])=[CH:25][N:24]=3)=[O:27])[CH:3]=[CH:4][C:5]=2[F:17])([CH3:16])[N:9]=1. Procedure details: The condensation of (4R,5S)-4-(5-amino-2-fluoro-phenyl)-5-fluoro-4-methyl-5,6-dihydro-4H-[1,3]oxazin-2-ylamine (intermediate A8.1) and 5-cyano-pyridine-2-carboxylic acid following procedure I yielded the title compound as a white solid. MS (ISP): m/z=372.2 [M+H]+. Starting materials: NC1C2CN(CC12)C(=O)OC(C)(C)C (tert-butyl 6-amino-3-azabicyclo[3.1.0]hexane-3-carboxylate), [N-]=[N+]=[N-].[Na+] (sodium azide), C(C)(=O)O (acetic acid). Run at temperature 100 celsius. Product: N1(N=NN=C1)C1C2CN(CC12)C(=O)OC(C)(C)C (tert-butyl 6-(1H-tetrazol-1-yl)-3-azabicyclo[3.1.0]hexane-3-carboxylate). The yield is 50.3%. RXN SMILES: [NH2:1][CH:2]1[CH:7]2[CH:3]1[CH2:4][N:5]([C:8]([O:10][C:11]([CH3:14])([CH3:13])[CH3:12])=[O:9])[CH2:6]2.[N-:15]=[N+:16]=[N-:17].[Na+].[C:19](O)(=O)C>>[N:1]1([CH:2]2[CH:7]3[CH:3]2[CH2:4][N:5]([C:8]([O:10][C:11]([CH3:14])([CH3:13])[CH3:12])=[O:9])[CH2:6]3)[CH:19]=[N:17][N:16]=[N:15]1 |f:1.2|. Procedure details: To a solution of tert-butyl 6-amino-3-azabicyclo[3.1.0]hexane-3-carboxylate (7.3 g, 25.3 mmol) and triethylorothoformate (24 mL, 152 mmol) in acetic acid (200 mL) was added sodium azide (9.9 g, 152 mmol) and the resulting mixture was set under inert atmosphere. The mixture was heated at 100° C. for 4 h and then cooled to RT at which time the volatiles were removed in vacuo. The residue was taken up in ethyl acetate (200 mL) and washed with aqueous sodium bicarbonate solution, followed by brine. ... Reactants: C[Si](C)(C)CCOCn1cnc(Br)c1-c1cccnc1, CCCCCCS, CCOC(C)=O, [K+], [K+], O=C([O-])[O-], O=C(C=Cc1ccccc1)C=Cc1ccccc1, O=C(C=Cc1ccccc1)C=Cc1ccccc1, O=C(C=Cc1ccccc1)C=Cc1ccccc1, [Pd], [Pd], Cc1ccccc1C. Product: CCCCCCSc1ncn(COCC[Si](C)(C)C)c1-c1cccnc1. RXN SMILES: [Br:9][c:10]1[c:11](-[c:23]2[cH:24][n:25][cH:26][cH:27][cH:28]2)[n:12]([CH2:15][O:16][CH2:17][CH2:18][Si:19]([CH3:20])([CH3:21])[CH3:22])[cH:13][n:14]1.[CH2:29]([CH2:30][CH2:31][CH2:32][CH2:33][CH3:34])[SH:35].[CH3:42][CH2:43][O:44][C:45](=[O:46])[CH3:47].[K+:36].[K+:37].[O-:38][C:39]([O-:40])=[O:41].[O:50]=[C:51]([CH:52]=[CH:53][c:54]1[cH:55][cH:56][cH:57][cH:58][cH:59]1)[CH:60]=[CH:61][c:62]1[cH:63][cH:64][cH:65][cH:66][cH:67]1.[O:68]=[C:69]([CH:70]=[CH:71][c:72]1[cH:73][cH:74][cH:75][cH:76][cH:77]1)[CH:78]=[CH:79][c:80]1[cH:81][cH:82][cH:83][cH:84][cH:85]1.[O:86]=[C:87]([CH:88]=[CH:89][c:90]1[cH:91][cH:92][cH:93][cH:94][cH:95]1)[CH:96]=[CH:97][c:98]1[cH:99][cH:100][cH:101][cH:102][cH:103]1.[Pd:48].[Pd:49].[c:1]1([CH3:2])[c:3]([CH3:4])[cH:5][cH:6][cH:7][cH:8]1>>[c:10]1([S:35][CH2:29][CH2:30][CH2:31][CH2:32][CH2:33][CH3:34])[c:11](-[c:23]2[cH:24][n:25][cH:26][cH:27][cH:28]2)[n:12]([CH2:15][O:16][CH2:17][CH2:18][Si:19]([CH3:20])([CH3:21])[CH3:22])[cH:13][n:14]1. Starting materials: COc1ccc(CN(Cc2ccc(OC)cc2)c2ncc(-c3nc(N4CCOCC4)nc4c3CCN4c3ccc(CCC(=O)O)cc3)cn2)cc1, COc1ccc(CN(Cc2ccc(OC)cc2)c2ncc(-c3nc(N4CCOCC4)nc4c3CCN4c3ccc(CCC(=O)N4CCN(CCO)CC4)cc3)cn2)cc1, OCCN1CCNCC1. Product: Nc1ncc(-c2nc(N3CCOCC3)nc3c2CCN3c2ccc(CCC(=O)N3CCN(CCO)CC3)cc2)cn1. RXN SMILES: [CH3:1][O:2][c:3]1[cH:4][cH:5][c:6]([CH2:7][N:8]([CH2:9][c:10]2[cH:11][cH:12][c:13]([O:14][CH3:15])[cH:16][cH:17]2)[c:18]2[n:19][cH:20][c:21](-[c:22]3[c:23]4[c:38]([n:39][c:40]([N:41]5[CH2:42][CH2:43][O:44][CH2:45][CH2:46]5)[n:47]3)[N:26]([c:27]3[cH:28][cH:29][c:30]([CH2:31][CH2:32][C:33]([OH:34])=[O:35])[cH:36][cH:37]3)[CH2:25][CH2:24]4)[cH:48][n:49]2)[cH:50][cH:51]1.[CH3:61][O:62][c:63]1[cH:64][cH:65][c:66]([CH2:67][N:68]([c:69]2[n:70][cH:71][c:72](-[c:75]3[c:76]4[c:77]([n:78][c:79]([N:81]5[CH2:82][CH2:83][O:84][CH2:85][CH2:86]5)[n:80]3)[N:87]([c:90]3[cH:91][cH:92][c:93]([CH2:96][CH2:97][C:98](=[O:99])[N:100]5[CH2:101][CH2:102][N:103]([CH2:106][CH2:107][OH:108])[CH2:104][CH2:105]5)[cH:94][cH:95]3)[CH2:88][CH2:89]4)[cH:73][n:74]2)[CH2:109][c:110]2[cH:111][cH:112][c:113]([O:114][CH3:115])[cH:116][cH:117]2)[cH:118][cH:119]1.[N:52]1([CH2:53][CH2:54][OH:55])[CH2:56][CH2:57][NH:58][CH2:59][CH2:60]1>>[NH2:68][c:69]1[n:70][cH:71][c:72](-[c:75]2[c:76]3[c:77]([n:78][c:79]([N:81]4[CH2:82][CH2:83][O:84][CH2:85][CH2:86]4)[n:80]2)[N:87]([c:90]2[cH:91][cH:92][c:93]([CH2:96][CH2:97][C:98](=[O:99])[N:100]4[CH2:101][CH2:102][N:103]([CH2:106][CH2:107][OH:108])[CH2:104][CH2:105]4)[cH:94][cH:95]2)[CH2:88][CH2:89]3)[cH:73][n:74]1. Solvent: C(C)O (ethanol). The product is CC1=C(C(C2=C(N1)CSC2=O)C2=C(C=CC=C2)C(F)(F)F)C(=O)OCC (Ethyl 2-methyl-5-oxo-4-(2-trifluoromethylphenyl)-1,4,5,7-tetrahydrothieno[3,4-b]pyridine-3-carboxylate). As a reaction SMILES: [C:1]([S:4][CH2:5][C:6]1[NH:7][C:8]([CH3:32])=[C:9]([C:27]([O:29][CH2:30][CH3:31])=[O:28])[CH:10]([C:17]2[CH:22]=[CH:21][CH:20]=[CH:19][C:18]=2[C:23]([F:26])([F:25])[F:24])[C:11]=1C(OCC)=O)(=[O:3])C.Cl>C(O)C>[CH3:32][C:8]1[NH:7][C:6]2[CH2:5][S:4][C:1](=[O:3])[C:11]=2[CH:10]([C:17]2[CH:22]=[CH:21][CH:20]=[CH:19][C:18]=2[C:23]([F:26])([F:25])[F:24])[C:9]=1[C:27]([O:29][CH2:30][CH3:31])=[O:28]. Procedure: 10 mmol of diethyl 2 -acetylthiomethyl-6-methyl-4-(2-trifluoromethylphenyl)-1,4-dihydropyridine-3,5-dicarboxylate, dissolved in 40 ml of ethanol, are boiled with 6 ml of saturated ethanolic HCl for 2 hours and the product is precipitated with water and then recrystallized from ethanol. Reactants: C(C)(=O)SCC=1NC(=C(C(C1C(=O)OCC)C1=C(C=CC=C1)C(F)(F)F)C(=O)OCC)C (diethyl 2 -acetylthiomethyl-6-methyl-4-(2-trifluoromethylphenyl)-1,4-dihydropyridine-3,5-dicarboxylate), Cl (HCl). Starting materials: C(C1=CC=CC=C1)C=1C=NC2=C(C=CC=C2C1C=1C=C(C=CC1)N)C(F)(F)F (3-(3-benzyl-8-trifluoromethyl-quinolin-4-yl)-phenylamine), ClC1=C(C=CC=C1)N=C=O (2-chlorophenyl isocyanate). The product is C(C1=CC=CC=C1)C=1C=NC2=C(C=CC=C2C1C=1C=C(C=CC1)NC(=O)NC1=C(C=CC=C1)Cl)C(F)(F)F (N-{3-[3-BENZYL-8-(TRIFLUOROMETHYL)QUINOLIN-4-YL]PHENYL}-N′-(2-CHLOROPHENYL)UREA). As a reaction SMILES: [CH2:1]([C:8]1[CH:9]=[N:10][C:11]2[C:16]([C:17]=1[C:18]1[CH:19]=[C:20]([NH2:24])[CH:21]=[CH:22][CH:23]=1)=[CH:15][CH:14]=[CH:13][C:12]=2[C:25]([F:28])([F:27])[F:26])[C:2]1[CH:7]=[CH:6][CH:5]=[CH:4][CH:3]=1.[Cl:29][C:30]1[CH:35]=[CH:34][CH:33]=[CH:32][C:31]=1[N:36]=[C:37]=[O:38]>>[CH2:1]([C:8]1[CH:9]=[N:10][C:11]2[C:16]([C:17]=1[C:18]1[CH:19]=[C:20]([NH:24][C:37]([NH:36][C:31]3[CH:32]=[CH:33][CH:34]=[CH:35][C:30]=3[Cl:29])=[O:38])[CH:21]=[CH:22][CH:23]=1)=[CH:15][CH:14]=[CH:13][C:12]=2[C:25]([F:28])([F:26])[F:27])[C:2]1[CH:3]=[CH:4][CH:5]=[CH:6][CH:7]=1. Procedure: The title compound was prepared from 3-(3-benzyl-8-trifluoromethyl-quinolin-4-yl)-phenylamine and 2-chlorophenyl isocyanate according to the procedure of Example 65. MS (ES) m/z 529.8.